Dataset: the Open Reaction Database (ORD), a public repository of structured organic reaction records. Task: describe an organic reaction: reactants, conditions, products, and yield As a reaction SMILES: [C:1]([N:8]1[CH2:16][CH2:15][CH2:14][CH:10]([C:11]([OH:13])=O)[CH2:9]1)([O:3][C:4]([CH3:7])([CH3:6])[CH3:5])=[O:2].[NH2:17][C:18]1[CH:23]=[CH:22][CH:21]=[CH:20][CH:19]=1.C1CCC(N=C=NC2CCCCC2)CC1>C(Cl)Cl>[C:18]1([NH:17][C:11]([CH:10]2[CH2:14][CH2:15][CH2:16][N:8]([C:1]([O:3][C:4]([CH3:5])([CH3:6])[CH3:7])=[O:2])[CH2:9]2)=[O:13])[CH:23]=[CH:22][CH:21]=[CH:20][CH:19]=1. Procedure details: To a solution of N-Boc-nipecotic acid 33 (102 mg, 0.445 mmol) and aniline (41 μL, 1.0 eq.) in 2 mL of dry CH2Cl2 was added DCC-resin (430 mg). The reaction mixture was shaken at room temperature overnight. Filtration and removal of the solvent gave oily crude product, which was purified by flash column chromatography (silica gel, hexane:ethyl acetate) to afford 1-Boc-piperidine-3-carboxylic acid phenyl amide 34 as a colorless oil (120 mg, 89%). Product: C1(=CC=CC=C1)NC(=O)C1CN(CCC1)C(=O)OC(C)(C)C (1-Boc-piperidine-3-carboxylic acid phenyl amide). Starting materials: C(=O)(OC(C)(C)C)N1CC(C(=O)O)CCC1 (N-Boc-nipecotic acid), NC1=CC=CC=C1 (aniline), C1CCC(CC1)N=C=NC2CCCCC2 (DCC). Isolated yield 89.0%. Reaction conditions: time 8 hour. The solvent is C(Cl)Cl (CH2Cl2).